From a dataset of the Open Reaction Database (ORD), a public repository of structured organic reaction records. describe an organic reaction: reactants, conditions, products, and yield The reactants are CC1(OC[C@@H]2[C@H](O1)[C@H]([C@H](CO2)O)O)C ((−)-(4aR,7S,8S,8aR)-2,2-dimethyl-hexahydro-pyrano[3,2-d][1,3]dioxine-7,8-diol), Cl (HCl), C(=O)(O)[O-].[Na+] (NaHCO3). Run in CCOC(=O)C (EtOAc), CO (MeOH). Product: OC[C@H]1OC[C@@H]([C@@H]([C@H]1O)O)O ((−)-(2R,3R,4S,5S)-2-hydroxymethyl-tetrahydro-pyran-3,4,5-triol). RXN SMILES: CC1(C)[O:7][C@@H:6]2[C@@H:8]([OH:13])[C@@H:9]([OH:12])[CH2:10][O:11][C@@H:5]2[CH2:4][O:3]1.Cl.C([O-])(O)=O.[Na+]>CO.CCOC(C)=O>[OH:3][CH2:4][C@@H:5]1[C@H:6]([OH:7])[C@@H:8]([OH:13])[C@@H:9]([OH:12])[CH2:10][O:11]1 |f:2.3|. Procedure details: To a solution of (−)-(4aR,7S,8S,8aR)-2,2-dimethyl-hexahydro-pyrano[3,2-d][1,3]dioxine-7,8-diol (22 mg, 0.10 mmol) in MeOH (2 mL) was added a solution of methanolic HCl (0.5 mL, prepared from 0.5 mL conc. HCl in 30 mL of MeOH). The solution was stirred for 1H at ambient temperature. Aqueous saturated NaHCO3 (5 mL) was added and the mixture was diluted with EtOAc (50 mL). The mixture was washed with saturated NaHCO3 (30 mL). The aqueous layer was washed with EtOAc (30 mL×2). The combined organic l... Reactants: hexanes acetone, C1(=CC=CC=C1)COC(C(O)C1=CC(=C(C=C1)O)OC)=O (4-hydroxy-3-methoxymandelic acid (phenylmethyl) ester), BrCCCCl (1-bromo-3-chloropropane), C([O-])([O-])=O.[K+].[K+] (potassium carbonate), C(C(O)C1=CC=CC=C1)(=O)[O-] (mandelate). Solvent: CC(=O)C (acetone). The product is C1(=CC=CC=C1)COC(C(C1=CC(=C(C=C1)OCCCCl)OC)O)=O (4-(3-Chloropropoxy)-α-hydroxy-3-methoxybenzeneacetic acid (phenylmethyl) ester). The yield is 21.8%. Reaction SMILES: [C:1]1([CH2:7][O:8][C:9](=[O:21])[CH:10]([C:12]2[CH:17]=[CH:16][C:15]([OH:18])=[C:14]([O:19][CH3:20])[CH:13]=2)[OH:11])[CH:6]=[CH:5][CH:4]=[CH:3][CH:2]=1.Br[CH2:23][CH2:24][CH2:25][Cl:26].C(=O)([O-])[O-].[K+].[K+].C([O-])(=O)C(C1C=CC=CC=1)O>CC(C)=O>[C:1]1([CH2:7][O:8][C:9](=[O:21])[CH:10]([OH:11])[C:12]2[CH:17]=[CH:16][C:15]([O:18][CH2:23][CH2:24][CH2:25][Cl:26])=[C:14]([O:19][CH3:20])[CH:13]=2)[CH:2]=[CH:3][CH:4]=[CH:5][CH:6]=1 |f:2.3.4|. Procedure details: A mixture of 2.92 g (0.008 mole) of 4-hydroxy-3-methoxymandelic acid (phenylmethyl) ester, 2 ml (0.02 mole) of 1-bromo-3-chloropropane, and 2.80 g (0.02 mole) of potassium carbonate in 40 ml of acetone was heated at reflux for 16 hours under nitrogen atmosphere during which time the solution changed from colorless to light-yellow. TLC (silica gel, hexanes/acetone 4:1) showed that the mandelate derivative had reacted, but 30-40% of unknown impurities had formed. The inorganic materials were separ... Reactants: CC(=O)c1cc(F)cc(Cl)c1, C1CCOC1. The product is CC(O)c1cc(F)cc(Cl)c1. As a reaction SMILES: [Cl:1][c:2]1[cH:3][c:4]([C:9]([CH3:10])=[O:11])[cH:5][c:6]([F:8])[cH:7]1.[O:12]1[CH2:13][CH2:14][CH2:15][CH2:16]1>>[Cl:1][c:2]1[cH:3][c:4]([CH:9]([CH3:10])[OH:11])[cH:5][c:6]([F:8])[cH:7]1. Reactants: ClC1=CC=C(C=C1)N(N)CCC=1C=NC(=NC1)C (1-(4-chlorophenyl)-1-(2-(2-methylpyrimidin-5-yl)ethyl)hydrazine), COC(CCCNC)OC (4,4-dimethoxy-N-methylbutan-1-amine). The product is ClC=1C=C2C(=CN(C2=CC1)CCC=1C=NC(=NC1)C)CCNC (2-(5-chloro-1-(2-(2-methlpyrimidin-5-yl)ethyl)-1H-indol-3-yl)-N-methylethanamine). RXN SMILES: [Cl:1][C:2]1[CH:7]=[CH:6][C:5]([N:8]([CH2:10][CH2:11][C:12]2[CH:13]=[N:14][C:15]([CH3:18])=[N:16][CH:17]=2)N)=[CH:4][CH:3]=1.CO[CH:21](OC)[CH2:22][CH2:23][CH2:24][NH:25][CH3:26]>>[Cl:1][C:2]1[CH:7]=[C:6]2[C:5](=[CH:4][CH:3]=1)[N:8]([CH2:10][CH2:11][C:12]1[CH:13]=[N:14][C:15]([CH3:18])=[N:16][CH:17]=1)[CH:21]=[C:22]2[CH2:23][CH2:24][NH:25][CH3:26]. Reported procedure: The title compound is prepared by General Method 3 using 1-(4-chlorophenyl)-1-(2-(2-methylpyrimidin-5-yl)ethyl)hydrazine and 4,4-dimethoxy-N-methylbutan-1-amine. Starting materials: C(C)(=O)OC(C)(C)C (tert-butyl acetate), COC(C=1C(O)=CC=CC1F)=O (methyl-6-fluorosalicylate), C(C1=CC=CC=C1)NC(C1=CC=CC=C1)=O (N-benzyl-benzamide), carbanion, solution, [Li+].CC(C)[N-]C(C)C (LDA), [Cl-].[NH4+] (ammonium chloride). Run in C1CCOC1 (THF), C1CCOC1 (THF), C1CCOC1 (THF), CCCCCCC (heptane), C(C)(=O)OCC (Ethyl acetate). Reaction conditions: time 50 minute. The product is FC1=C2C(=CC(OC2=CC=C1)=O)O (5-fluoro-4-hydroxycoumarin). Reaction SMILES: C(N[C:9](=[O:16])[C:10]1C=CC=CC=1)C1C=CC=CC=1.[Li+].CC([N-]C(C)C)C.C(OC(C)(C)C)(=O)C.CO[C:35](=[O:44])[C:36]1[C:37](=[CH:39][CH:40]=[CH:41][C:42]=1[F:43])[OH:38].[Cl-].[NH4+]>CCCCCCC.C1COCC1.C(OCC)(=O)C>[F:43][C:42]1[CH:41]=[CH:40][CH:39]=[C:37]2[C:36]=1[C:35]([OH:44])=[CH:10][C:9](=[O:16])[O:38]2 |f:1.2,5.6|. Procedure: A catalytic amount of N-benzyl-benzamide (Aldrich) and dry THF (Aldrich) (20 mL) were put into a three neck flask (inert atmosphere). To the cooled solution (−60° C.), 2.0 M solution of LDA (Aldrich) (10 mmole) in heptane (5 mL) was added. Subsequently, a solution of tert-butyl acetate (Aldrich) (1.3 mL, 10 mmole) dissolved in dry THF (4 mL) was slowly added to the reaction mixture drop by drop and the stirring was continued for 50 minutes at the temperature of −60° C., whereat the colour of sol... Starting materials: FC=1C=C(C=CC1)OC (3-fluoroanisole), ice water, [Cl-].[Al+3].[Cl-].[Cl-] (aluminum chloride), FC(C1=CC(=C(C(=O)Cl)C=C1)F)(F)F (4-trifluoromethyl-2-fluoro-benzoyl chloride). Run at time 2 hour. Yield: 23.7%. The product is FC1=C(C=CC(=C1)OC)C(=O)C1=CC=C(C=C1)C(F)(F)F ((2-Fluoro-4-methoxy-phenyl)-(4-trifluoromethyl-phenyl)-methanone). Procedure: 1.4 l of nitrobenzene were cooled in an ice bath and treated in succession at a maximum temperature of 6° C. with 492.6 g (3.656 mol) of aluminum chloride and 700 g (3.355 mol) of 4-trifluoromethyl-2-fluoro-benzoyl chloride in 350 ml of nitrobenzene. The mixture was stirred (15 min) and 427.5 g (3.388 mol) of 3-fluoroanisole were added slowly so that the temperature did not rise above 6° C. The solution was left to warm to room temperature, stirred 2 h at this temperature, poured on to ice-water... RXN SMILES: [Cl-].[Al+3].[Cl-].[Cl-].[F:5][C:6]([F:18])([F:17])[C:7]1[CH:15]=[CH:14][C:10]([C:11](Cl)=[O:12])=[C:9](F)[CH:8]=1.[F:19][C:20]1[CH:21]=[C:22]([O:26][CH3:27])[CH:23]=[CH:24][CH:25]=1>[N+](C1C=CC=CC=1)([O-])=O>[F:19][C:20]1[CH:21]=[C:22]([O:26][CH3:27])[CH:23]=[CH:24][C:25]=1[C:11]([C:10]1[CH:14]=[CH:15][C:7]([C:6]([F:18])([F:17])[F:5])=[CH:8][CH:9]=1)=[O:12] |f:0.1.2.3|. Run in [N+](=O)([O-])C1=CC=CC=C1 (nitrobenzene), [N+](=O)([O-])C1=CC=CC=C1 (nitrobenzene). Reagents/catalysts: [Pd] (Pd/C). Product: FC(C(=O)N(C)C)(OC1=C(C=C(C(=C1)F)N)N)F (2,2-difluoro-2-(2,4-diamino-5-fluoro-phenoxy)-N,N-dimethyl-acetamide). Conditions: temperature 45 celsius, time 90 minute. The yield is 81.0%. The reactants are CO (MeOH), FC(C(=O)N(C)C)(OC1=C(C=C(C(=C1)F)[N+](=O)[O-])[N+](=O)[O-])F (2,2-difluoro-2-(2,4-dinitro-5-fluoro-phenoxy)-N,N-dimethyl-acetamide), C1CCCCC1.CCOC(=O)C (cyclohexane EtOAc). Run in C1(=CC=CC=C1)C (toluene). Reported procedure: To a solution of 2,2-difluoro-2-(2,4-dinitro-5-fluoro-phenoxy)-N,N-dimethyl-acetamide (22.0 g, 68.1 mmol) in toluene (200 g) was added and Pd/C (10% Pd, dry catalyst, 0.7 g, 0.7 mmol). Thereafter, MeOH (80 g) was added and the mixture stirred under an atmosphere of hydrogen (pressure of 0.1 bar) at 45° C. for 90 min. After completion of the reaction the pressure was released, the catalyst was filtered off and the filtrate was evaporated to dryness. The product (17.3 g, 84% pure by NMR, 55.2 mmol... As a reaction SMILES: [F:1][C:2]([F:22])([O:8][C:9]1[CH:14]=[C:13]([F:15])[C:12]([N+:16]([O-])=O)=[CH:11][C:10]=1[N+:19]([O-])=O)[C:3]([N:5]([CH3:7])[CH3:6])=[O:4].CO.C1CCCCC1.CCOC(C)=O>C1(C)C=CC=CC=1.[Pd]>[F:22][C:2]([F:1])([O:8][C:9]1[CH:14]=[C:13]([F:15])[C:12]([NH2:16])=[CH:11][C:10]=1[NH2:19])[C:3]([N:5]([CH3:7])[CH3:6])=[O:4] |f:2.3|.